Task: describe an organic reaction: reactants, conditions, products, and yield. Dataset: the Open Reaction Database (ORD), a public repository of structured organic reaction records The reactants are C(#C)C1=CC=C(OCC(=O)OCC)C=C1 (ethyl (4-ethynylphenoxy)acetate), IC1=CC(=CC=C1)C (iodo-3-methylbenzene). Product: C1(=C(C=CC=C1)C#CC1=CC=C(OCC(=O)OCC)C=C1)C (Ethyl 2-(4-(o-tolylethynyl)phenoxy)acetate), orange oil. Isolated yield 72.0%. As a reaction SMILES: [C:1]([C:3]1[CH:15]=[CH:14][C:6]([O:7][CH2:8][C:9]([O:11][CH2:12][CH3:13])=[O:10])=[CH:5][CH:4]=1)#[CH:2].I[C:17]1[CH:22]=[CH:21][CH:20]=[C:19]([CH3:23])[CH:18]=1>>[C:19]1([CH3:23])[CH:20]=[CH:21][CH:22]=[CH:17][C:18]=1[C:2]#[C:1][C:3]1[CH:15]=[CH:14][C:6]([O:7][CH2:8][C:9]([O:11][CH2:12][CH3:13])=[O:10])=[CH:5][CH:4]=1. Procedure: The title compound was prepared from ethyl (4-ethynylphenoxy)acetate (42 mg, 0.21 mmol) and iodo-3-methylbenzene (0.03 mL, 0.20 mmol) according to the general procedure ID to give 43 mg (72%) of an orange oil after purification by flash chromatography (SiO2, EtOAc/hexanes, 1:10). Rf: 0.22 (EtOAc:hexanes, 1:10); 1HNMR (CDCl3) δ 7.49-7.46 (m, 3H), 7.26-7.12 (m, 3H), 6.90-6.87 (m, 2H), 4.64 (s, 2H), 4.30-4.27 (dq, 2H, J=7.2 Hz, 2.1 Hz), 2.50 (s, 3H), 1.33-1.28 (tt, 3H, J=7.2 Hz, 1.5 Hz); 13CNMR (CD...